From a dataset of the Open Reaction Database (ORD), a public repository of structured organic reaction records. describe an organic reaction: reactants, conditions, products, and yield The reactants are OC1=CC=C(C(=O)C2=CC=CC=C2)C=C1 (4-hydroxybenzophenone), C1CCC2=NCCCN2CC1 (DBU), C(=O)(C(F)(F)F)OC(=O)C(F)(F)F (TFAA), OC1=CC=C(C=O)C=C1 (4-hydroxybenzaldehyde), C1CCC2=NCCCN2CC1 (DBU), CuCl2.2H2O. The solvent is C(C)#N (acetonitrile), C(C)#N (acetonitrile). Run at temperature 0 celsius, time 30 minute. Yields the product CC(C#C)(CC)OC1=CC=C(C=O)C=C1 (4-(3-Methylpent-1-yn-3-yloxy)benzaldehyde). The yield is 34.2%. Reaction SMILES: [OH:1][C:2]1[CH:15]=[CH:14][C:5]([C:6](C2C=CC=CC=2)=[O:7])=[CH:4][CH:3]=1.C1CCN2C(=NCCC2)CC1.C(OC(C(F)(F)F)=O)(C(F)(F)F)=O.OC1[CH:48]=[CH:47][C:44]([CH:45]=O)=[CH:43][CH:42]=1>C(#N)C>[CH3:45][C:44]([O:1][C:2]1[CH:3]=[CH:4][C:5]([CH:6]=[O:7])=[CH:14][CH:15]=1)([CH2:47][CH3:48])[C:43]#[CH:42]. Reported procedure: To a solution of 3-methyl-1-pentyn-3-ol 6 (0.319 mL, 2.83 mmol) in acetonitrile (3 mL) at 0° C. was added DBU (0.55 mL, 3.69 mmol). Then TFAA (0.34 mL, 2.46 mmol) was added drop wise and the solution was stirred at 0° C. for 30 min. To a solution of 4-hydroxybenzaldehyde (300 mg, 2.46 mmol) in acetonitrile at 0° C. was added DBU (0.55 mL 3.69 mmol) and CuCl2.2H2O (0.42 mg, 0.0025 mmol). The first mixture was added to the second mixture over a period of five min. The reaction was stirred overnigh... Reactants: ClC1=C(C(=O)OC)C=CC(=C1C(=O)Cl)S(=O)(=O)C (methyl 2-chloro-3-chloroformyl-4-methylsulfonylbenzoate), O.NN (hydrazine hydrate). Solvent: C(Cl)Cl (methylene chloride), C(Cl)Cl (methylene chloride). Conditions: time 1 hour. The product is ClC1=C(C(=O)OC)C=CC(=C1C(=O)NN)S(=O)(=O)C (methyl 2-chloro-3-hydrazinocarbonyl-4-methylsulfonylbenzoate). Yield: 39.1%. Reaction SMILES: [Cl:1][C:2]1[C:11]([C:12](Cl)=[O:13])=[C:10]([S:15]([CH3:18])(=[O:17])=[O:16])[CH:9]=[CH:8][C:3]=1[C:4]([O:6][CH3:7])=[O:5].O.[NH2:20][NH2:21]>C(Cl)Cl>[Cl:1][C:2]1[C:11]([C:12]([NH:20][NH2:21])=[O:13])=[C:10]([S:15]([CH3:18])(=[O:17])=[O:16])[CH:9]=[CH:8][C:3]=1[C:4]([O:6][CH3:7])=[O:5] |f:1.2|. Reported procedure: At room temperature, 3.11 g (10 mmol) of methyl 2-chloro-3-chloroformyl-4-methylsulfonylbenzoate in 50 ml of methylene chloride were added dropwise to 1.0 g (20 mmol) of hydrazine hydrate in 30 ml of methylene chloride. The reaction mixture was stirred at room temperature for 1 hour and then washed with water, dried and concentrated. 1.2 g (39% of theory) of methyl 2-chloro-3-hydrazinocarbonyl-4-methylsulfonylbenzoate were obtained. Starting materials: Cl (hydrochloric acid), aqueous saturated solution, [OH-].[Na+] (sodium hydroxide), O1C(=CC=C1)\C(\CCC(=O)OCC)=N/OCC1=CC=C(C=C1)OCC=1N=C(OC1C)C1=CC=CC=C1 (ethyl Z-4-(2-furyl)-4-[4-(5-methyl-2-phenyl-4-oxazolylmethoxy)benzyloxyimino]butyrate), CO (methanol). The solvent is O1CCCC1 (tetrahydrofuran). Run at time 1 hour. The product is O1C(=CC=C1)\C(\CCC(=O)O)=N/OCC1=CC=C(C=C1)OCC=1N=C(OC1C)C1=CC=CC=C1 (Z-4-(2-furyl)-4-[4-(5-methyl-2-phenyl-4-oxazolylmethoxy)benzyloxyimino]butyric acid). The yield is 92.7%. As a reaction SMILES: [OH-].[Na+].[O:3]1[CH:7]=[CH:6][CH:5]=[C:4]1/[C:8](=[N:16]\[O:17][CH2:18][C:19]1[CH:24]=[CH:23][C:22]([O:25][CH2:26][C:27]2[N:28]=[C:29]([C:33]3[CH:38]=[CH:37][CH:36]=[CH:35][CH:34]=3)[O:30][C:31]=2[CH3:32])=[CH:21][CH:20]=1)/[CH2:9][CH2:10][C:11]([O:13]CC)=[O:12].CO.Cl>O1CCCC1>[O:3]1[CH:7]=[CH:6][CH:5]=[C:4]1/[C:8](=[N:16]\[O:17][CH2:18][C:19]1[CH:24]=[CH:23][C:22]([O:25][CH2:26][C:27]2[N:28]=[C:29]([C:33]3[CH:34]=[CH:35][CH:36]=[CH:37][CH:38]=3)[O:30][C:31]=2[CH3:32])=[CH:21][CH:20]=1)/[CH2:9][CH2:10][C:11]([OH:13])=[O:12] |f:0.1|. Procedure: A 1N aqueous saturated solution of sodium hydroxide (5 ml) was added to a solution of ethyl Z-4-(2-furyl)-4-[4-(5-methyl-2-phenyl-4-oxazolylmethoxy)benzyloxyimino]butyrate (460 mg) in tetrahydrofuran (10 ml)-methanol (5 ml) and stirred at room temperature for 1 hour. 1N hydrochloric acid (5.5 ml) was added to the reaction mixture and extracted with ethyl acetate. The ethyl acetate layer was washed with an aqueous saturated solution of sodium chloride, dried (MgSO4) and concentrated. The residue ... The reactants are O1CC(CCC1)=O (Dihydro-2H-pyran-3(4H)-one), C(C)(=O)O[BH-](OC(C)=O)OC(C)=O.[Na+] (sodium triacetoxyborohydride), C(NN)(=O)OC(C)(C)C (tert-butyl carbazate), C(C)(=O)O (acetic acid). Solvent: ClCCCl (1,2-dichloroethane), O (water). Run at time 10 minute. The product is O1CC(CCC1)NNC(=O)OC(C)(C)C ((±)-tert-butyl 2-(tetrahydro-2H-pyran-3-yl)hydrazinecarboxylate). Reaction SMILES: [O:1]1[CH2:6][CH2:5][CH2:4][C:3](=O)[CH2:2]1.[C:8]([O:12][C:13]([CH3:16])([CH3:15])[CH3:14])(=[O:11])[NH:9][NH2:10].C(O)(=O)C.C(O[BH-](OC(=O)C)OC(=O)C)(=O)C.[Na+]>ClCCCl.O>[O:1]1[CH2:6][CH2:5][CH2:4][CH:3]([NH:10][NH:9][C:8]([O:12][C:13]([CH3:16])([CH3:15])[CH3:14])=[O:11])[CH2:2]1 |f:3.4|. Procedure details: Dihydro-2H-pyran-3(4H)-one (100 mg, 1.00 mmol), tert-butyl carbazate (145 mg, 1.10 mmol, 1.1 equiv) and acetic acid (0.280 mL, 4.99 mmol, 5 equiv) were combined in 1,2-dichloroethane (3 mL), stirred at ambient temperature for 10 minutes and treated with sodium triacetoxyborohydride (296 mg, 1.34 mmol, 1.4 equiv). After stirring for 1 hour, the mixture was poured into water and extracted with ethyl acetate (3×50 mL). The combined organic extracts were dried with sodium sulfate, filtered and conce... Starting materials: C(C)(C)NC(C)C (diisopropylamine), C(CCC)[Li] (butyllithium), C(C)(=O)OCC1=CN=CN1S(=O)(=O)C1=CC=C(C)C=C1 (5-acetyloxymethyl-1-tosylimidazole), C(C)S(=O)CSCC ([[(ethylsulfinyl)methyl]thio]ethane), C(C)(C)[N-]C(C)C.[Li+] (lithium diisopropylamide). The solvent is O1CCCC1 (tetrahydrofuran), CCCCCC (hexane), O1CCCC1 (tetrahydrofuran), O1CCCC1 (tetrahydrofuran). Conditions: temperature 25 celsius, time 8 hour. The product is C(C)S(=O)C(SCC)C1=CN=CN1S(=O)(=O)C1=CC=C(C)C=C1 ([[(ethylsulfinyl)-1-tosylimidazol-5-ylmethyl]thio]ethane). Reaction SMILES: [CH2:1]([S:3]([CH2:5][S:6][CH2:7][CH3:8])=[O:4])[CH3:2].C([N-]C(C)C)(C)C.[Li+].C(NC(C)C)(C)C.C([Li])CCC.C(OC[C:34]1[N:38]([S:39]([C:42]2[CH:48]=[CH:47][C:45]([CH3:46])=[CH:44][CH:43]=2)(=[O:41])=[O:40])[CH:37]=[N:36][CH:35]=1)(=O)C>O1CCCC1.CCCCCC>[CH2:1]([S:3]([CH:5]([C:34]1[N:38]([S:39]([C:42]2[CH:48]=[CH:47][C:45]([CH3:46])=[CH:44][CH:43]=2)(=[O:41])=[O:40])[CH:37]=[N:36][CH:35]=1)[S:6][CH2:7][CH3:8])=[O:4])[CH3:2] |f:1.2|. Reported procedure: A solution of 10 mmole of [[(ethylsulfinyl)methyl]thio]ethane in 20 ml of dry tetrahydrofuran is heated at 0° C. with 10 mmole of lithium diisopropylamide, prepared from a solution of diisopropylamine M in tetrahydrofuran and butyllithium 2 M in hexane. After 30 minutes at 0° C. a solution of 12 mmole of 5-acetyloxymethyl-1-tosylimidazole in 10 ml of tetrahydrofuran is added. The reaction mixture is stirred at 25° C. overnight then is quenched with brine and extracted with ether. The organic pha...